Dataset: the Open Reaction Database (ORD), a public repository of structured organic reaction records. Task: describe an organic reaction: reactants, conditions, products, and yield Reactants: C(C)(C)(C)N1C(C2=C(C=C3N2CCC=2C=C(C(=CC32)F)OC)CCCC1)=O (9-tert-butyl-2-fluoro-3-methoxy-5,6,10,11,12,13-hexahydroazocino[4′,3′:4,5]pyrrolo[2,1-a]isoquinolin-8(9H)-one), BrN1C(CCC1=O)=O (N-bromosuccinimide), O (Water). Solvent: CN(C=O)C (dimethylformamide). Run at time 1 hour. The product is BrC=1C2=C(N3C1C=1C=C(C(=CC1CC3)OC)F)C(N(CCCC2)C(C)(C)C)=O (14-bromo-9-tert-butyl-2-fluoro-3-methoxy-5,6,10,11,12,13-hexahydroazocino[4′,3′:4,5]pyrrolo[2,1-a]isoquinolin-8(9H)-one). The yield is 75.9%. As a reaction SMILES: [C:1]([N:5]1[CH2:26][CH2:25][CH2:24][CH2:23][C:8]2[CH:9]=[C:10]3[C:19]4[CH:18]=[C:17]([F:20])[C:16]([O:21][CH3:22])=[CH:15][C:14]=4[CH2:13][CH2:12][N:11]3[C:7]=2[C:6]1=[O:27])([CH3:4])([CH3:3])[CH3:2].[Br:28]N1C(=O)CCC1=O.O>CN(C)C=O>[Br:28][C:9]1[C:8]2[CH2:23][CH2:24][CH2:25][CH2:26][N:5]([C:1]([CH3:4])([CH3:2])[CH3:3])[C:6](=[O:27])[C:7]=2[N:11]2[CH2:12][CH2:13][C:14]3[CH:15]=[C:16]([O:21][CH3:22])[C:17]([F:20])=[CH:18][C:19]=3[C:10]=12. Reported procedure: To a solution of 250 mg 27a in 7 mL dimethylformamide was added 120 mg N-bromosuccinimide. The reaction mixture was stirred at room temperature for 1 h. Water was added and the mixture was extracted with 2×ethyl acetate. The combined organic phases were washed with water and brine, dried and concentrated. The crude product was triturated with heptane/diisopropyl ethyl ether (1:1) to afford 230 mg of 27b as a white solid. The reactants are CC(=O)O, COc1ccc(C)nc1, OO. Product: COc1ccc(C)[n+]([O-])c1. Reaction SMILES: [CH3:12][C:13](=[O:14])[OH:15].[CH3:3][O:4][c:5]1[cH:6][cH:7][c:8]([CH3:11])[n:9][cH:10]1.[OH:1][OH:2]>>[O-:1][n+:9]1[c:8]([CH3:11])[cH:7][cH:6][c:5]([O:4][CH3:3])[cH:10]1. Reactants: Brc1ccc(-n2cc3c(n2)CCN(C2CCC2)CC3)cc1, O=C([O-])[O-], CNCCNC, [Cu]I, [K+], [K+], O=C1NCCO1, C1COCCO1. Product: O=C1OCCN1c1ccc(-n2cc3c(n2)CCN(C2CCC2)CC3)cc1. Reaction SMILES: [Br:1][c:2]1[cH:3][cH:4][c:5](-[n:8]2[n:9][c:10]3[c:16]([cH:17]2)[CH2:15][CH2:14][N:13]([CH:18]2[CH2:19][CH2:20][CH2:21]2)[CH2:12][CH2:11]3)[cH:6][cH:7]1.[C:28](=[O:29])([O-:30])[O-:31].[CH3:34][NH:35][CH2:36][CH2:37][NH:38][CH3:39].[Cu:46][I:47].[K+:32].[K+:33].[O:22]1[C:23](=[O:27])[NH:24][CH2:25][CH2:26]1.[O:40]1[CH2:41][CH2:42][O:43][CH2:44][CH2:45]1>>[c:2]1([N:24]2[C:23](=[O:27])[O:22][CH2:26][CH2:25]2)[cH:3][cH:4][c:5](-[n:8]2[n:9][c:10]3[c:16]([cH:17]2)[CH2:15][CH2:14][N:13]([CH:18]2[CH2:19][CH2:20][CH2:21]2)[CH2:12][CH2:11]3)[cH:6][cH:7]1. Procedure: {1-[4-(4-Bromo-phenyl)-1′-(2,2,2-trifluoro-ethyl)-1′,2′,4′,5′-tetrahydro-1H-[2,4′]biimidazolyl-3′-carbonyl]-2-methyl-propyl}-carbamic acid methyl ester (13.0 mg, 0.0244 mmol) was combined with [2-Methyl-1-(2-{4-[4-(4,4,5,5-tetramethyl-[1,3,2]dioxaborolan-2-yl)-phenyl]-1H-imidazol-2-yl}-pyrrolidine-1-carbonyl)-propyl]-carbamic acid methyl ester (12.1 mg, 0.0244 mmol) under an argon atmosphere. Potassium carbonate (6.7 mg, 0.048 mmol) and Pd(PPh3)4 (2.7 mg, 0.0024 mmol) were added, followed by DME... The reagents and catalysts are C=1C=CC(=CC1)[P](C=2C=CC=CC2)(C=3C=CC=CC3)[Pd]([P](C=4C=CC=CC4)(C=5C=CC=CC5)C=6C=CC=CC6)([P](C=7C=CC=CC7)(C=8C=CC=CC8)C=9C=CC=CC9)[P](C=1C=CC=CC1)(C=1C=CC=CC1)C=1C=CC=CC1 (Pd(PPh3)4). The product is COC(NC(C(C)C)C(=O)N1CN(CC1C=1NC(=CN1)C1=CC=C(C=C1)C1=CC=C(C=C1)C=1NC(=NC1)C1N(CCC1)C(C(C(C)C)NC(=O)OC)=O)CC(F)(F)F)=O ({1-[5-(4′-{2-[1-(2-Methoxycarbonylamino-3-methyl-butyryl)-pyrrolidin-2-yl]-3H-imidazol-4-yl}-biphenyl-4-yl)-1′-(2,2,2-trifluoro-ethyl)-1′,2′,4′,5′-tetrahydro-1H-[2,4′]biimidazolyl-3′-carbonyl]-2-methyl-propyl}-carbamic acid methyl ester). Run in COCCOC (DME), O (water). As a reaction SMILES: [CH3:1][O:2][C:3](=[O:33])[NH:4][CH:5]([C:9]([N:11]1[CH:15]([C:16]2[NH:17][CH:18]=[C:19]([C:21]3[CH:26]=[CH:25][C:24](Br)=[CH:23][CH:22]=3)[N:20]=2)[CH2:14][N:13]([CH2:28][C:29]([F:32])([F:31])[F:30])[CH2:12]1)=[O:10])[CH:6]([CH3:8])[CH3:7].[CH3:34][O:35][C:36](=[O:69])[NH:37][CH:38]([C:42]([N:44]1[CH2:48][CH2:47][CH2:46][CH:45]1[C:49]1[NH:50][CH:51]=[C:52]([C:54]2[CH:59]=[CH:58][C:57](B3OC(C)(C)C(C)(C)O3)=[CH:56][CH:55]=2)[N:53]=1)=[O:43])[CH:39]([CH3:41])[CH3:40].C(=O)([O-])[O-].[K+].[K+].C(O)(C(F)(F)F)=O>C1C=CC([P]([Pd]([P](C2C=CC=CC=2)(C2C=CC=CC=2)C2C=CC=CC=2)([P](C2C=CC=CC=2)(C2C=CC=CC=2)C2C=CC=CC=2)[P](C2C=CC=CC=2)(C2C=CC=CC=2)C2C=CC=CC=2)(C2C=CC=CC=2)C2C=CC=CC=2)=CC=1.O.COCCOC>[CH3:1][O:2][C:3](=[O:33])[NH:4][CH:5]([C:9]([N:11]1[CH:15]([C:16]2[NH:20][C:19]([C:21]3[CH:26]=[CH:25][C:24]([C:57]4[CH:58]=[CH:59][C:54]([C:52]5[NH:53][C:49]([CH:45]6[CH2:46][CH2:47][CH2:48][N:44]6[C:42](=[O:43])[CH:38]([NH:37][C:36]([O:35][CH3:34])=[O:69])[CH:39]([CH3:41])[CH3:40])=[N:50][CH:51]=5)=[CH:55][CH:56]=4)=[CH:23][CH:22]=3)=[CH:18][N:17]=2)[CH2:14][N:13]([CH2:28][C:29]([F:32])([F:31])[F:30])[CH2:12]1)=[O:10])[CH:6]([CH3:8])[CH3:7] |f:2.3.4,^1:86,88,107,126|. Starting materials: COC(NC(C(C)C)C(=O)N1CN(CC1C=1NC=C(N1)C1=CC=C(C=C1)Br)CC(F)(F)F)=O ({1-[4-(4-Bromo-phenyl)-1′-(2,2,2-trifluoro-ethyl)-1′,2′,4′,5′-tetrahydro-1H-[2,4′]biimidazolyl-3′-carbonyl]-2-methyl-propyl}-carbamic acid methyl ester), C(=O)(C(F)(F)F)O (TFA), COC(NC(C(C)C)C(=O)N1C(CCC1)C=1NC=C(N1)C1=CC=C(C=C1)B1OC(C(O1)(C)C)(C)C)=O ([2-Methyl-1-(2-{4-[4-(4,4,5,5-tetramethyl-[1,3,2]dioxaborolan-2-yl)-phenyl]-1H-imidazol-2-yl}-pyrrolidine-1-carbonyl)-propyl]-carbamic acid methyl ester), C([O-])([O-])=O.[K+].[K+] (Potassium carbonate). Reaction conditions: temperature 120 celsius. Yield: 24.6%. Reactants: C(C)C1=CC=C(C=C1)C=1C=NC=C(C1)OC (3-(4-ethylphenyl)-5-methoxypyridine). The solvent is C(C)(=O)O (acetic acid). Yields the product C(C)C1=CC=C(C=C1)C1CNCC(C1)OC (3-(4-Ethylphenyl)-5-methoxypiperidine). RXN SMILES: [CH2:1]([C:3]1[CH:8]=[CH:7][C:6]([C:9]2[CH:10]=[N:11][CH:12]=[C:13]([O:15][CH3:16])[CH:14]=2)=[CH:5][CH:4]=1)[CH3:2]>C(O)(=O)C>[CH2:1]([C:3]1[CH:4]=[CH:5][C:6]([CH:9]2[CH2:14][CH:13]([O:15][CH3:16])[CH2:12][NH:11][CH2:10]2)=[CH:7][CH:8]=1)[CH3:2]. Procedure details: A solution of 1.0 g (4.7 mmol) of 3-(4-ethylphenyl)-5-methoxypyridine in 120 ml of acetic acid was reacted according to General Method 5A. The solution was concentrated under reduced pressure. The crude product was purified by flash chromatography (silica gel, dichloromethane/methanol gradient). Yield: 880 mg (86% of theory) Starting materials: S(=O)(Cl)Cl (Thionyl chloride), CC(C)N1N=CC=C1C(=O)O (1-(1-methylethyl)-1H-pyrazole-5-carboxylic acid). Conditions: temperature 80 celsius. The product is CC(C)N1N=CC=C1C(=O)Cl (1-(1-Methylethyl)-1H-pyrazole-5-carbonyl chloride). Reaction SMILES: S(Cl)([Cl:3])=O.[CH3:5][CH:6]([N:8]1[C:12]([C:13]([OH:15])=O)=[CH:11][CH:10]=[N:9]1)[CH3:7]>>[CH3:5][CH:6]([N:8]1[C:12]([C:13]([Cl:3])=[O:15])=[CH:11][CH:10]=[N:9]1)[CH3:7]. Procedure: Thionyl chloride (5 ml) was added to 1-(1-methylethyl)-1H-pyrazole-5-carboxylic acid (1 g) and the reaction was heated at 80° C. for 5 h. The reaction was evaporated, then azeotroped with toluene to give title compound, 856 mg.